This data is from the Open Reaction Database (ORD), a public repository of structured organic reaction records. The task is: describe an organic reaction: reactants, conditions, products, and yield The reactants are FC(C=1C=CC(=CC1)O)(F)F (trifluoro-p-cresol), C([O-])([O-])=O.[Cs+].[Cs+] (cesium carbonate), IC1=CC=C(C#N)C=C1 (4-iodobenzonitrile), Cl.CN(CC(=O)O)C (N,N-dimethylglycine hydrochloride). The reagents and catalysts are [Cu]I (copper(I) iodide). Conditions: temperature 90 celsius. The product is FC(C1=CC=C(OC2=CC=C(C#N)C=C2)C=C1)(F)F (4-(4-(trifluoromethyl)phenoxy)benzonitrile). Yield: 49.8%. Reaction SMILES: [F:1][C:2]([F:11])([F:10])[C:3]1[CH:4]=[CH:5][C:6]([OH:9])=[CH:7][CH:8]=1.C(=O)([O-])[O-].[Cs+].[Cs+].I[C:19]1[CH:26]=[CH:25][C:22]([C:23]#[N:24])=[CH:21][CH:20]=1.Cl.CN(C)CC(O)=O>[Cu]I>[F:1][C:2]([F:10])([F:11])[C:3]1[CH:4]=[CH:5][C:6]([O:9][C:19]2[CH:26]=[CH:25][C:22]([C:23]#[N:24])=[CH:21][CH:20]=2)=[CH:7][CH:8]=1 |f:1.2.3,5.6|. Procedure details: To dried trifluoro-p-cresol (531 mg, 3.27 mmol), copper(I) iodide (83 mg, 0.4 mmol), cesium carbonate (1.42 g, 4.36 mmol), 4-iodobenzonitrile (500 mg, 2.18 mmol) and N,N-dimethylglycine hydrochloride (91 mg, 0.65 mmol) under nitrogen was added degassed 1,4-dioxane (10.0 mL). The whole mixture was heated at 90° C. for 140 hours. The cooled mixture was partitioned between ethyl acetate (50 mL) and water (50 mL). The organic layer was separated and the aqueous layer was extracted with ethyl acetate... Reactants: COC([C@H](N1C(NC2=CC=CC=C2C1=O)=O)C1CCCCC1)=O ((R)-cyclohexyl-(2,4-dioxo-1,4-dihydro-2H-quinazolin-3-yl)-acetic acid methyl ester), [I-].CN1C=C(C2=C(C=CC=C12)C)C[N+](C)(C)C ((1,4-dimethyl-1H-indol-3-ylmethyl)-trimethylammonium iodide), C([O-])([O-])=O.[K+].[K+] (potassium carbonate). Reported procedure: To a mixture of (R)-cyclohexyl-(2,4-dioxo-1,4-dihydro-2H-quinazolin-3-yl)-acetic acid methyl ester (100 mg, 0.32 mmol) and (1,4-dimethyl-1H-indol-3-ylmethyl)-trimethylammonium iodide (160 mg, 0.47 mmol) in DMF (2.5 mL) is added potassium carbonate (K2CO3) (100 mg, 0.72 mmol). The mixture is stirred at 60° C. for 4 hours. The reaction mixture is allowed to cool to room temperature, dilute with EtOAc (50 mL) and is washed with H2O (50 mL×3). The organic layer is dried over sodium sulfate and conce... As a reaction SMILES: [CH3:1][O:2][C:3](=[O:23])[C@@H:4]([CH:17]1[CH2:22][CH2:21][CH2:20][CH2:19][CH2:18]1)[N:5]1[C:14](=[O:15])[C:13]2[C:8](=[CH:9][CH:10]=[CH:11][CH:12]=2)[NH:7][C:6]1=[O:16].[I-].[CH3:25][N:26]1[C:34]2[C:29](=[C:30]([CH3:35])[CH:31]=[CH:32][CH:33]=2)[C:28]([CH2:36][N+](C)(C)C)=[CH:27]1.C(=O)([O-])[O-].[K+].[K+]>CN(C=O)C.CCOC(C)=O>[CH3:1][O:2][C:3](=[O:23])[C@@H:4]([CH:17]1[CH2:22][CH2:21][CH2:20][CH2:19][CH2:18]1)[N:5]1[C:14](=[O:15])[C:13]2[C:8](=[CH:9][CH:10]=[CH:11][CH:12]=2)[N:7]([CH2:36][C:28]2[C:29]3[C:34](=[CH:33][CH:32]=[CH:31][C:30]=3[CH3:35])[N:26]([CH3:25])[CH:27]=2)[C:6]1=[O:16] |f:1.2,3.4.5|. Yields the product COC([C@H](N1C(N(C2=CC=CC=C2C1=O)CC1=CN(C2=CC=CC(=C12)C)C)=O)C1CCCCC1)=O ((R)-cyclohexyl-[1-(1,4-dimethyl-1H-indol-3-ylmethyl)-2,4-dioxo-1,4-dihydro-2H-quinazolin-3-yl]-acetic acid methyl ester). Run in CCOC(=O)C (EtOAc), CN(C)C=O (DMF). Yield: 81.8%. Reaction conditions: temperature 60 celsius, time 4 hour. The reactants are CCO, Nc1ccc(N2CCOCC2=O)cc1, O=C1c2ccccc2C(=O)N1CC1CO1, O. The product is O=C1c2ccccc2C(=O)N1CC(O)CNc1ccc(N2CCOCC2=O)cc1. RXN SMILES: [CH2:31]([OH:32])[CH3:33].[NH2:1][c:2]1[cH:3][cH:4][c:5]([N:8]2[C:9](=[O:14])[CH2:10][O:11][CH2:12][CH2:13]2)[cH:6][cH:7]1.[O:15]1[CH:16]([CH2:18][N:19]2[C:20](=[O:29])[c:21]3[cH:22][cH:23][cH:24][cH:25][c:26]3[C:27]2=[O:28])[CH2:17]1.[OH2:30]>>[NH:1]([c:2]1[cH:3][cH:4][c:5]([N:8]2[C:9](=[O:14])[CH2:10][O:11][CH2:12][CH2:13]2)[cH:6][cH:7]1)[CH2:17][CH:16]([OH:15])[CH2:18][N:19]1[C:20](=[O:29])[c:21]2[cH:22][cH:23][cH:24][cH:25][c:26]2[C:27]1=[O:28]. Reactants: C(C)(C)(C)NS(=O)(=O)C1=C(C(=O)OC)C=CC(=C1)NN=C1CCCC1 (methyl 2-(N-tert-butylsulfamoyl)-4-cyclopentylidenehydrazinobenzoate). The solvent is FC(C(=O)O)(F)F (trifluoroacetic acid). The product is C1(CCCC1)=NNC1=CC(=C(C(=O)OC)C=C1)S(N)(=O)=O (methyl 4-cyclopentylidenehydrazino-2-sulfamoylbenzoate). The yield is 90.9%. As a reaction SMILES: C([NH:5][S:6]([C:9]1[CH:18]=[C:17]([NH:19][N:20]=[C:21]2[CH2:25][CH2:24][CH2:23][CH2:22]2)[CH:16]=[CH:15][C:10]=1[C:11]([O:13][CH3:14])=[O:12])(=[O:8])=[O:7])(C)(C)C>FC(F)(F)C(O)=O>[C:21]1(=[N:20][NH:19][C:17]2[CH:16]=[CH:15][C:10]([C:11]([O:13][CH3:14])=[O:12])=[C:9]([S:6](=[O:7])(=[O:8])[NH2:5])[CH:18]=2)[CH2:25][CH2:24][CH2:23][CH2:22]1. Reported procedure: 3.9 g (10.6 mmol) of methyl 2-(N-tert-butylsulfamoyl)-4-cyclopentylidenehydrazinobenzoate are stirred in 40 ml of trifluoroacetic acid at 25° C. for 2 hours. The mixture is evaporated and the residue is triturated with diethyl ether. After filtering off with suction and drying, 3.0 g (91% of theory) of methyl 4-cyclopentylidenehydrazino-2-sulfamoylbenzoate of melting point: 227-229° C. (decomposition) are obtained.